From a dataset of the Open Reaction Database (ORD), a public repository of structured organic reaction records. describe an organic reaction: reactants, conditions, products, and yield Reactants: FC(OC1=CC=C(C=C1)C1(OC2=C(O1)C=CC=C2)C2CCNCC2)(F)F (4-[2-(4-trifluoromethoxy-phenyl)-benzo[1,3]dioxol-2-yl]-piperidine), O=C(CCN1C(C2=CC=CC=C2C1=O)=O)C (2-(3-oxo-butyl)-isoindole-1,3-dione). Product: FC(OC1=CC=C(C=C1)C1(OC2=C(O1)C=CC=C2)C2CCN(CC2)C(CCN)C)(F)F (3-{4-[2-(4-trifluoromethoxy-phenyl)-benzo[1,3]dioxol-2-yl]-piperidin-1-yl}-butylamine). RXN SMILES: [F:1][C:2]([F:26])([F:25])[O:3][C:4]1[CH:9]=[CH:8][C:7]([C:10]2([CH:19]3[CH2:24][CH2:23][NH:22][CH2:21][CH2:20]3)[O:14][C:13]3[CH:15]=[CH:16][CH:17]=[CH:18][C:12]=3[O:11]2)=[CH:6][CH:5]=1.O=[C:28]([CH3:42])[CH2:29][CH2:30][N:31]1C(=O)C2C(=CC=CC=2)C1=O>>[F:26][C:2]([F:1])([F:25])[O:3][C:4]1[CH:5]=[CH:6][C:7]([C:10]2([CH:19]3[CH2:20][CH2:21][N:22]([CH:28]([CH3:42])[CH2:29][CH2:30][NH2:31])[CH2:23][CH2:24]3)[O:14][C:13]3[CH:15]=[CH:16][CH:17]=[CH:18][C:12]=3[O:11]2)=[CH:8][CH:9]=1. Reported procedure: Using general procedure B with the above amine (260 mg, 0.712 mmol) and 2-(3-oxo-butyl)-isoindole-1,3-dione (309 mg, 1.42 mmol) and then using general procedure D gave 3-{4-[2-(4-trifluoromethoxy-phenyl)-benzo[1,3]dioxol-2-yl]-piperidin-1-yl}-butylamine as a white solid (193 mg, 63% over 2 steps).